This data is from the Open Reaction Database (ORD), a public repository of structured organic reaction records. The task is: describe an organic reaction: reactants, conditions, products, and yield Starting materials: C1COCCO1, [Na+], [OH-], COC(=O)c1ccc(OC(C)C)c(CO)c1. The product is CC(C)Oc1ccc(C(=O)O)cc1CO. Reaction SMILES: [CH2:19]1[O:20][CH2:21][CH2:22][O:23][CH2:24]1.[Na+:18].[OH-:17].[OH:1][CH2:2][c:3]1[cH:4][c:5]([C:6](=[O:7])[O:8][CH3:9])[cH:10][cH:11][c:12]1[O:13][CH:14]([CH3:15])[CH3:16]>>[OH:1][CH2:2][c:3]1[cH:4][c:5]([C:6](=[O:7])[OH:8])[cH:10][cH:11][c:12]1[O:13][CH:14]([CH3:15])[CH3:16]. The reactants are C(C)OC1=C(C=CC=C1)C(CCC=1N=C(OC1)C1=CC(=C(C=C1)OC)O)=O (1-(2-ethoxyphenyl)-3-[2-(3-hydroxy-4-methoxyphenyl)oxazol-4-yl]propan-1-one), N12CCCCCC2=NCCC1 (1,8-diazabicyclo[5,4,0]undec-7-ene), C(C)I (ethyl iodide). The solvent is C(C)O (ethanol). Run at time 4 hour. Product: C(C)OC=1C=C(C=CC1OC)C=1OC=C(N1)CCC(=O)C1=C(C=CC=C1)OCC (3-[2-(3-ethoxy-4-methoxyphenyl)oxazol-4-yl]-1-(2-ethoxyphenyl)propan-1-one). RXN SMILES: [CH2:1]([O:3][C:4]1[CH:9]=[CH:8][CH:7]=[CH:6][C:5]=1[C:10](=[O:27])[CH2:11][CH2:12][C:13]1[N:14]=[C:15]([C:18]2[CH:23]=[CH:22][C:21]([O:24][CH3:25])=[C:20]([OH:26])[CH:19]=2)[O:16][CH:17]=1)[CH3:2].N12CCCN=C1CCC[CH2:30][CH2:29]2.C(I)C>C(O)C>[CH2:29]([O:26][C:20]1[CH:19]=[C:18]([C:15]2[O:16][CH:17]=[C:13]([CH2:12][CH2:11][C:10]([C:5]3[CH:6]=[CH:7][CH:8]=[CH:9][C:4]=3[O:3][CH2:1][CH3:2])=[O:27])[N:14]=2)[CH:23]=[CH:22][C:21]=1[O:24][CH3:25])[CH3:30]. Reported procedure: A 0.3 g quantity of 1-(2-ethoxyphenyl)-3-[2-(3-hydroxy-4-methoxyphenyl)oxazol-4-yl]propan-1-one obtained in Example 101 was suspended in 10 ml of ethanol, 0.37 g of 1,8-diazabicyclo[5,4,0]undec-7-ene and 0.26 g of ethyl iodide were added thereto, and the suspension was stirred for 4 hours while heating and refluxing. After distilling off ethanol under reduced pressure, water was added, ethyl acetate extraction was performed, followed by drying over anhydrous magnesium sulfate and distilling the ... Reactants: O=C([O-])[O-], O=[N+]([O-])c1ccc(S(=O)(=O)Cl)cc1, CC(C)(C)OC(=O)N1CC(N)C(CCCO)C1, [Na+], [Na+]. The product is CC(C)(C)OC(=O)N1CC(CCCO)C(NS(=O)(=O)c2ccc([N+](=O)[O-])cc2)C1. RXN SMILES: [C:31](=[O:32])([O-:33])[O-:34].[N+:18](=[O:19])([O-:20])[c:21]1[cH:22][cH:23][c:24]([S:27](=[O:28])(=[O:29])[Cl:30])[cH:25][cH:26]1.[NH2:1][CH:2]1[CH2:3][N:4]([C:11](=[O:12])[O:13][C:14]([CH3:15])([CH3:16])[CH3:17])[CH2:5][CH:6]1[CH2:7][CH2:8][CH2:9][OH:10].[Na+:35].[Na+:36]>>[NH:1]([CH:2]1[CH2:3][N:4]([C:11](=[O:12])[O:13][C:14]([CH3:15])([CH3:16])[CH3:17])[CH2:5][CH:6]1[CH2:7][CH2:8][CH2:9][OH:10])[S:27]([c:24]1[cH:23][cH:22][c:21]([N+:18](=[O:19])[O-:20])[cH:26][cH:25]1)(=[O:28])=[O:29]. The reactants are teflon, OC(C(=O)OCC)(C)C (ethyl 2-hydroxyisobutyrate), ice water, C1=CC=NC=C1.F (hydrogen fluoride/pyridine), S(O)(=O)(=O)F (fluorosulfuric acid). Conditions: temperature 0 celsius. The product is FC(C(=O)OCC)(C)C (ethyl 2-fluoroisobutyrate). The yield is 52.0%. Reaction SMILES: C1C=CN=CC=1.[FH:7].S(F)(=O)(=O)O.O[C:14]([CH3:21])([CH3:20])[C:15]([O:17][CH2:18][CH3:19])=[O:16]>>[F:7][C:14]([CH3:21])([CH3:20])[C:15]([O:17][CH2:18][CH3:19])=[O:16] |f:0.1|. Reported procedure: Into a 50-ml autoclave having a teflon-made internal cylinder were placed 9 ml of a hydrogen fluoride/pyridine mixture [hydrogen fluoride/pyridne =70/30 (wt/wt), containing about 300 mM of hydrogen fluoride] and 9.15 g (91.5 mM) of fluorosulfuric acid. The autoclave contents were cooled to 0° C. Thereto was added 4.0 g (30.5 mM) of ethyl 2-hydroxyisobutyrate. The resulting mixture was subjected to a reaction at 40° C. for 4 hours. After the completion of the reaction, the reaction mixture was po...